This data is from the Open Reaction Database (ORD), a public repository of structured organic reaction records. The task is: describe an organic reaction: reactants, conditions, products, and yield The reactants are COS(=O)(=O)OC, CCO, [Na+], [OH-], Cc1ccc2c(=O)c(C(=O)O)cn(CCO)c2n1. Product: COCCn1cc(C(=O)O)c(=O)c2ccc(C)nc21. Reaction SMILES: [CH3:19][O:20][S:21]([O:22][CH3:23])(=[O:24])=[O:25].[CH3:26][CH2:27][OH:28].[Na+:30].[OH-:29].[OH:1][CH2:2][CH2:3][n:4]1[cH:5][c:6]([C:16](=[O:17])[OH:18])[c:7](=[O:15])[c:8]2[cH:9][cH:10][c:11]([CH3:14])[n:12][c:13]12>>[O:1]([CH2:2][CH2:3][n:4]1[cH:5][c:6]([C:16](=[O:17])[OH:18])[c:7](=[O:15])[c:8]2[cH:9][cH:10][c:11]([CH3:14])[n:12][c:13]12)[CH3:19]. The reactants are BrCCC (1-Bromopropane), BrC=1C=CC(=C(CN(CC)C2=NC=C(C=C2)C(=O)OC)C1)O (methyl 2-[N-(5-bromo-2-hydroxybenzyl)-N-ethylamino]-5-pyridylcarboxylate), C([O-])([O-])=O.[K+].[K+] (Potassium carbonate). Solvent: CN(C)C=O (DMF). Reaction conditions: time 18 hour. The product is BrC=1C=CC(=C(CN(CC)C2=NC=C(C=C2)C(=O)OC)C1)OCCC (Methyl 2-[N-(5-bromo-2-propoxybenzyl)-N-ethylamino]pyridine-5-carboxylate). Yield: 54.5%. As a reaction SMILES: Br[CH2:2][CH2:3][CH3:4].[Br:5][C:6]1[CH:7]=[CH:8][C:9]([OH:26])=[C:10]([CH:25]=1)[CH2:11][N:12]([C:15]1[CH:20]=[CH:19][C:18]([C:21]([O:23][CH3:24])=[O:22])=[CH:17][N:16]=1)[CH2:13][CH3:14].C(=O)([O-])[O-].[K+].[K+]>CN(C=O)C>[Br:5][C:6]1[CH:7]=[CH:8][C:9]([O:26][CH2:2][CH2:3][CH3:4])=[C:10]([CH:25]=1)[CH2:11][N:12]([C:15]1[CH:20]=[CH:19][C:18]([C:21]([O:23][CH3:24])=[O:22])=[CH:17][N:16]=1)[CH2:13][CH3:14] |f:2.3.4|. Procedure details: 1-Bromopropane (0.12 g, 0.69 mmol) was treated with a solution of methyl 2-[N-(5-bromo-2-hydroxybenzyl)-N-ethylamino]-5-pyridylcarboxylate (0.2 g, 0.55 mmol) in DMF (4 ml). Potassium carbonate (230 mg, 1.7 mmol) was added to this solution and the reaction mixture was stirred for 18 hours. The solvent was evaporated and the residue taken up in water (4 ml) and extracted with ethyl acetate (3×3 ml). The combined extracts were evaporated and the residue subjected to chromatography (eluant: ethyl ac... Starting materials: CCOc1ccc(C(O)C(OC(C)C)C(=O)N2C(=O)OCC2Cc2ccccc2)cc1, CC[SiH](CC)CC, O=C(O)C(F)(F)F. Yields the product CCOc1ccc(CC(OC(C)C)C(=O)N2C(=O)OCC2Cc2ccccc2)cc1. As a reaction SMILES: [CH2:1]([CH3:2])[O:3][c:4]1[cH:5][cH:6][c:7]([CH:10]([CH:11]([C:12](=[O:13])[N:14]2[C:15](=[O:26])[O:16][CH2:17][CH:18]2[CH2:19][c:20]2[cH:21][cH:22][cH:23][cH:24][cH:25]2)[O:27][CH:28]([CH3:29])[CH3:30])[OH:31])[cH:8][cH:9]1.[CH2:32]([SiH:33]([CH2:34][CH3:35])[CH2:36][CH3:37])[CH3:38].[OH:39][C:40]([C:41]([F:42])([F:43])[F:44])=[O:45]>>[CH2:1]([CH3:2])[O:3][c:4]1[cH:5][cH:6][c:7]([CH2:10][CH:11]([C:12](=[O:13])[N:14]2[C:15](=[O:26])[O:16][CH2:17][CH:18]2[CH2:19][c:20]2[cH:21][cH:22][cH:23][cH:24][cH:25]2)[O:27][CH:28]([CH3:29])[CH3:30])[cH:8][cH:9]1. Starting materials: C(C1=CC=CC=C1)(=O)C1=C(SC=C1C1CC1)NC(CBr)=O (3-benzoyl-2-(α-bromoacetamido)-4-cyclopropylthiophene), N (ammonia). Yields the product NCC(=O)NC=1SC=C(C1C(C1=CC=CC=C1)=O)C1CC1 (2-(α-aminoacetamido)-3-benzoyl-4-cyclopropylthiophene). Reaction SMILES: [C:1]([C:9]1[C:13]([CH:14]2[CH2:16][CH2:15]2)=[CH:12][S:11][C:10]=1[NH:17][C:18](=[O:21])[CH2:19]Br)(=[O:8])[C:2]1[CH:7]=[CH:6][CH:5]=[CH:4][CH:3]=1.[NH3:22]>>[NH2:22][CH2:19][C:18]([NH:17][C:10]1[S:11][CH:12]=[C:13]([CH:14]2[CH2:16][CH2:15]2)[C:9]=1[C:1](=[O:8])[C:2]1[CH:7]=[CH:6][CH:5]=[CH:4][CH:3]=1)=[O:21]. Procedure: reacting the 3-benzoyl-2-(α-bromoacetamido)-4-cyclopropylthiophene with ammonia to obtain 2-(α-aminoacetamido)-3-benzoyl-4-cyclopropylthiophene (V),